This data is from the Open Reaction Database (ORD), a public repository of structured organic reaction records. The task is: describe an organic reaction: reactants, conditions, products, and yield The reactants are ClC=1C=C(C2=C(N=C(O2)S)C1)C (5-Chloro-7-methyl-2-mercaptobenzoxazole), CN1CCNCCC1 (N-methylhomopiperazine). The solvent is C1(=CC=CC=C1)C (toluene). Product: ClC=1C=C(C2=C(N=C(O2)N2CCN(CCC2)C)C1)C (5-chloro-7-methyl-2-(4-methyl-1-homopiperazinyl)benzoxazole). RXN SMILES: [Cl:1][C:2]1[CH:3]=[C:4]([CH3:12])[C:5]2[O:9][C:8](S)=[N:7][C:6]=2[CH:11]=1.[CH3:13][N:14]1[CH2:20][CH2:19][CH2:18][NH:17][CH2:16][CH2:15]1>C1(C)C=CC=CC=1>[Cl:1][C:2]1[CH:3]=[C:4]([CH3:12])[C:5]2[O:9][C:8]([N:17]3[CH2:18][CH2:19][CH2:20][N:14]([CH3:13])[CH2:15][CH2:16]3)=[N:7][C:6]=2[CH:11]=1. Procedure details: 5-Chloro-7-methyl-2-mercaptobenzoxazole (200 mg) was dissolved in toluene (10 ml), N-methylhomopiperazine (1.24 ml) was added dropwise to the solution and then the mixture was stirred with heating for 1 hour. After evaporation of the solvent, the thus obtained mixture was purified by a silica gel column chromatography (methylene chloride:methanol=10:1) to obtain the title compound 5-chloro-7-methyl-2-(4-methyl-1-homopiperazinyl)benzoxazole (266 mg). Reactants: ClC1=NC=CC=C1C#N (2-chloro-3-cyanopyridine), FC(OC1=C(C=CC=C1)B(O)O)(F)F (2-trifluoromethoxyphenylboronic acid). Yields the product FC(OC1=CC=C(C=C1)C1=C(C#N)C=CC=N1)(F)F (2-(4-Trifluoromethoxy-phenyl)-nicotinonitrile). Isolated yield 71.0%. RXN SMILES: Cl[C:2]1[C:7]([C:8]#[N:9])=[CH:6][CH:5]=[CH:4][N:3]=1.[F:10][C:11]([F:23])([F:22])[O:12][C:13]1[CH:18]=[CH:17][CH:16]=[CH:15][C:14]=1B(O)O>>[F:10][C:11]([F:22])([F:23])[O:12][C:13]1[CH:18]=[CH:17][C:16]([C:2]2[N:3]=[CH:4][CH:5]=[CH:6][C:7]=2[C:8]#[N:9])=[CH:15][CH:14]=1. Procedure: Prepared in 71% yield from 2-chloro-3-cyanopyridine and 2-trifluoromethoxyphenylboronic acid according to the procedure described for Example 153A. MS (ESI−) m/z 264.8 (M+H)+; 1H NMR (CDCl3) δ 7.41-7.48 (m, 3H), 7.54-7.60 (m, 2H), 8.09 (dd, J=7.8, 1.7 Hz, 1H), 8.91 (dd, J=5.1, 1.7 Hz, 1H). Reactants: BrC=1C=C(C=CC1)O (3-bromophenol), ClC(C(=O)[O-])(F)F.[Na+] (sodium 2-chloro-2,2-difluoroacetate), C(=O)([O-])[O-].[Cs+].[Cs+] (Cs2CO3). Solvent: CCOC(=O)C (EtOAc), CN(C)C=O (DMF). Conditions: temperature 100 celsius, time 2 hour. The product is BrC1=CC(=CC=C1)OC(F)F (1-Bromo-3-(difluoromethoxy)benzene). The yield is 61.0%. RXN SMILES: [Br:1][C:2]1[CH:3]=[C:4]([OH:8])[CH:5]=[CH:6][CH:7]=1.Cl[C:10]([F:15])([F:14])C([O-])=O.[Na+].C([O-])([O-])=O.[Cs+].[Cs+]>CN(C=O)C.CCOC(C)=O>[Br:1][C:2]1[CH:7]=[CH:6][CH:5]=[C:4]([O:8][CH:10]([F:15])[F:14])[CH:3]=1 |f:1.2,3.4.5|. Reported procedure: To a solution of 3-bromophenol (commercially available from Sigma-Aldrich, St. Louis, Mo., USA) (1.28 g, 7.39 mmol) in DMF (12.0 mL) was added sodium 2-chloro-2,2-difluoroacetate (commercially available from Sigma-Aldrich, St. Louis, Mo., USA) (2.82 g, 18.49 mmol) and Cs2CO3 (4.82 g, 14.79 mmol). The reaction mixture was heated at 100° C. Gas was released from the reaction so care should be taken. After 2 hours, the reaction was cooled to room temperature then diluted with EtOAc, washed with wat... Reagents/catalysts: [Pd] (palladium). Starting materials: [H][H] (hydrogen), C1=CC=CC1 (cyclopentadiene), C1=CC=CC1 (cyclopentadiene), [H][H] (hydrogen). Reported procedure: reacting the purified cyclopentadiene of step (B) with hydrogen gas in the ratio of 1 to 1.5 mol hydrogen to 1 mol cyclopentadiene, in the presence of a palladium catalyst on a carrier and at a temperature of 50° to 200° C and at substantially ordinary atmospheric pressure thereby to produce a conversion ratio of 90 to 98% cyclopentene, remainder unreacted cyclopentadiene; The product is C1=CCCC1 (cyclopentene), C1=CC=CC1 (cyclopentadiene). Reaction SMILES: [CH:1]1[CH2:5][CH:4]=[CH:3][CH:2]=1.[H][H]>[Pd]>[CH:1]1[CH2:5][CH2:4][CH2:3][CH:2]=1.[CH:5]1[CH2:4][CH:3]=[CH:2][CH:1]=1. The yield is 90.0%. The product is NC(=O)c1cn(-c2ccccc2)nc1-c1ccc([N+](=O)[O-])o1. The reactants are CCO, N#Cc1cn(-c2ccccc2)nc1-c1ccc([N+](=O)[O-])o1, O, O=S(=O)(O)O. RXN SMILES: [CH3:27][CH2:28][OH:29].[N+:1](=[O:2])([O-:3])[c:4]1[cH:5][cH:6][c:7](-[c:9]2[n:10][n:11](-[c:16]3[cH:17][cH:18][cH:19][cH:20][cH:21]3)[cH:12][c:13]2[C:14]#[N:15])[o:8]1.[OH2:30].[S:22]([OH:23])(=[O:24])(=[O:25])[OH:26]>>[N+:1](=[O:2])([O-:3])[c:4]1[cH:5][cH:6][c:7](-[c:9]2[n:10][n:11](-[c:16]3[cH:17][cH:18][cH:19][cH:20][cH:21]3)[cH:12][c:13]2[C:14]([NH2:15])=[O:23])[o:8]1.